This data is from the Open Reaction Database (ORD), a public repository of structured organic reaction records. The task is: describe an organic reaction: reactants, conditions, products, and yield RXN SMILES: [F:1][c:2]1[cH:3][c:4]([C:10]([F:11])([F:12])[F:13])[c:5]([C:6]#[N:7])[cH:8][cH:9]1.[Li+:21].[Li+:22].[O-:23][C:24](=[O:25])[O-:26].[OH:14][CH:15]1[CH:16]([CH3:20])[NH:17][CH2:18][CH2:19]1>>[c:2]1([N:17]2[CH:16]([CH3:20])[CH:15]([OH:14])[CH2:19][CH2:18]2)[cH:3][c:4]([C:10]([F:11])([F:12])[F:13])[c:5]([C:6]#[N:7])[cH:8][cH:9]1. Starting materials: N#Cc1ccc(F)cc1C(F)(F)F, [Li+], [Li+], O=C([O-])[O-], CC1NCCC1O. The product is CC1C(O)CCN1c1ccc(C#N)c(C(F)(F)F)c1. Reactants: CC(C)(C)CCN1C(=O)C(CC(=O)O)SC1c1cnc(C2CCN(C(=O)OC(C)(C)C)CC2)s1, ClCCCl, CCN(C(C)C)C(C)C, ClCCl, O=C1Nc2ccccc2CCN1C1CCNCC1, On1nnc2ccccc21. Yields the product CC(C)(C)CCN1C(=O)C(CC(=O)N2CCC(N3CCc4ccccc4NC3=O)CC2)SC1c1cnc(C2CCN(C(=O)OC(C)(C)C)CC2)s1. As a reaction SMILES: [C:1]([CH3:2])([CH3:3])([CH3:4])[O:5][C:6](=[O:7])[N:8]1[CH2:9][CH2:10][CH:11]([c:14]2[s:15][c:16]([CH:19]3[S:20][CH:21]([CH2:31][C:32](=[O:33])[OH:34])[C:22](=[O:30])[N:23]3[CH2:24][CH2:25][C:26]([CH3:27])([CH3:28])[CH3:29])[cH:17][n:18]2)[CH2:12][CH2:13]1.[CH2:45]([Cl:46])[CH2:47][Cl:48].[CH:49]([N:50]([CH2:51][CH3:52])[CH:53]([CH3:54])[CH3:55])([CH3:56])[CH3:57].[Cl:76][CH2:77][Cl:78].[NH:58]1[CH2:59][CH2:60][CH:61]([N:64]2[C:65](=[O:75])[NH:66][c:67]3[c:68]([cH:71][cH:72][cH:73][cH:74]3)[CH2:69][CH2:70]2)[CH2:62][CH2:63]1.[OH:35][n:36]1[c:37]2[c:38]([cH:39][cH:40][cH:41][cH:42]2)[n:43][n:44]1>>[C:1]([CH3:2])([CH3:3])([CH3:4])[O:5][C:6](=[O:7])[N:8]1[CH2:9][CH2:10][CH:11]([c:14]2[s:15][c:16]([CH:19]3[S:20][CH:21]([CH2:31][C:32](=[O:33])[N:58]4[CH2:59][CH2:60][CH:61]([N:64]5[C:65](=[O:75])[NH:66][c:67]6[c:68]([cH:71][cH:72][cH:73][cH:74]6)[CH2:69][CH2:70]5)[CH2:62][CH2:63]4)[C:22](=[O:30])[N:23]3[CH2:24][CH2:25][C:26]([CH3:27])([CH3:28])[CH3:29])[cH:17][n:18]2)[CH2:12][CH2:13]1. Reactants: Cc1ccccc1Br, Fc1ccccc1, O=S(=O)(Cl)Cl. Yields the product Cc1cc(S(=O)(=O)c2ccc(F)cc2)ccc1Br. As a reaction SMILES: [Br:6][c:7]1[c:8]([CH3:13])[cH:9][cH:10][cH:11][cH:12]1.[F:14][c:15]1[cH:16][cH:17][cH:18][cH:19][cH:20]1.[S:1](=[O:2])(=[O:3])([Cl:4])[Cl:5]>>[S:1](=[O:2])(=[O:3])([c:10]1[cH:9][c:8]([CH3:13])[c:7]([Br:6])[cH:12][cH:11]1)[c:18]1[cH:17][cH:16][c:15]([F:14])[cH:20][cH:19]1. Reactants: Nc1nonc1-c1nc2cncc(Br)c2n1-c1ccccc1, [K+], [K+], O=C([O-])[O-], OB(O)c1cccs1. Yields the product Nc1nonc1-c1nc2cncc(-c3cccs3)c2n1-c1ccccc1. RXN SMILES: [Br:1][c:2]1[c:3]2[c:4]([cH:5][n:6][cH:7]1)[n:8][c:9](-[c:17]1[c:18]([NH2:22])[n:19][o:20][n:21]1)[n:10]2-[c:11]1[cH:12][cH:13][cH:14][cH:15][cH:16]1.[K+:31].[K+:32].[O-:33][C:34]([O-:35])=[O:36].[s:23]1[c:24]([B:28]([OH:29])[OH:30])[cH:25][cH:26][cH:27]1>>[c:2]1(-[c:24]2[s:23][cH:27][cH:26][cH:25]2)[c:3]2[c:4]([cH:5][n:6][cH:7]1)[n:8][c:9](-[c:17]1[c:18]([NH2:22])[n:19][o:20][n:21]1)[n:10]2-[c:11]1[cH:12][cH:13][cH:14][cH:15][cH:16]1. Reactants: FC1=CC(=C(C=C1)C(C)O)C(F)(F)F (1-[4-fluoro-2-(trifluoromethyl)phenyl]ethanol), C1(=CC=CC=C1)P(C1=CC=CC=C1)C1=CC=CC=C1 (triphenylphosphine), N(=NC(=O)OC(C)(C)C)C(=O)OC(C)(C)C (di-tert-butyl azodicarboxylate), [Si](C)(C)(C(C)(C)C)OCC1=CC2=C(C=N1)N=CN2C2=CC(=C(S2)C(=O)OC)O (methyl 5-[6-({[tert-butyl(dimethyl)silyl]oxy}methyl)-1H-imidazo[4,5-c]pyridin-1-yl]-3-hydroxythiophene-2-carboxylate). Run in ClCCl (dichloromethane). Reaction conditions: time 15 hour. The product is [Si](C)(C)(C(C)(C)C)OCC1=CC2=C(C=N1)N=CN2C2=CC(=C(S2)C(=O)OC)OC(C)C2=C(C=C(C=C2)F)C(F)(F)F (Methyl 5-[6-({[tert-butyl(dimethyl)silyl]oxy}methyl)-1H-imidazo[4,5-c]pyridin-1-yl]-3-{1-[4-fluoro-2-(trifluoromethyl)phenyl]ethoxy}thiophene-2-carboxylate). As a reaction SMILES: [Si:1]([O:8][CH2:9][C:10]1[N:15]=[CH:14][C:13]2[N:16]=[CH:17][N:18]([C:19]3[S:23][C:22]([C:24]([O:26][CH3:27])=[O:25])=[C:21]([OH:28])[CH:20]=3)[C:12]=2[CH:11]=1)([C:4]([CH3:7])([CH3:6])[CH3:5])([CH3:3])[CH3:2].[F:29][C:30]1[CH:35]=[CH:34][C:33]([CH:36](O)[CH3:37])=[C:32]([C:39]([F:42])([F:41])[F:40])[CH:31]=1.C1(P(C2C=CC=CC=2)C2C=CC=CC=2)C=CC=CC=1.N(C(OC(C)(C)C)=O)=NC(OC(C)(C)C)=O>ClCCl>[Si:1]([O:8][CH2:9][C:10]1[N:15]=[CH:14][C:13]2[N:16]=[CH:17][N:18]([C:19]3[S:23][C:22]([C:24]([O:26][CH3:27])=[O:25])=[C:21]([O:28][CH:36]([C:33]4[CH:34]=[CH:35][C:30]([F:29])=[CH:31][C:32]=4[C:39]([F:42])([F:40])[F:41])[CH3:37])[CH:20]=3)[C:12]=2[CH:11]=1)([C:4]([CH3:5])([CH3:6])[CH3:7])([CH3:2])[CH3:3]. Procedure details: Under a nitrogen atmosphere, 2.1 g of methyl 5-[6-({[tert-butyl(dimethyl)silyl]oxy}methyl)-1H-imidazo[4,5-c]pyridin-1-yl]-3-hydroxythiophene-2-carboxylate are dissolved in 60 ml anhydrous dichloromethane. Consecutively, 1.56 g of 1-[4-fluoro-2-(trifluoromethyl)phenyl]ethanol, 3.3 g triphenylphosphine (polymer bound, ˜3 mmol/g) and 2.3 g of di-tert-butyl azodicarboxylate are added to the solution. The reaction mixture is stirred at room temperature for 15 h and then filtered. The filter cake is w... Reactants: CN1CCN(CC1)CCOC1=CC=2N(C=C1)C(=CN2)C(=O)[O-].[Li+] (lithium 7-(2-(4-methylpiperazin-1-yl)ethoxy)imidazo[1,2-a]pyridine-3-carboxylate), CN1CCCC1=O (NMP), NC1=C2C=NN(C2=CC=C1)CC=1C=C(C(=O)OC)C=CC1 (Methyl 3-((4-amino-1H-indazol-1-yl)methyl)benzoate), CN1CCCC1=O (NMP), ClC1=C(C(=O)Cl)C(=CC(=C1)Cl)Cl (2,4,6-Trichlorobenzoyl chloride). Run in CO (MeOH). Conditions: time 0.5 hour. The product is CN1CCN(CC1)CCOC1=CC=2N(C=C1)C(=CN2)C(=O)NC2=C1C=NN(C1=CC=C2)CC=2C=C(C(=O)OC)C=CC2 (methyl 3-((4-(7-(2-(4-methylpiperazin-1-yl)ethoxy)imidazo[1,2-a]pyridine-3-carboxamido)-1H-indazol-1-yl)methyl)benzoate). RXN SMILES: [CH3:1][N:2]1[CH2:7][CH2:6][N:5]([CH2:8][CH2:9][O:10][C:11]2[CH:16]=[CH:15][N:14]3[C:17]([C:20]([O-:22])=O)=[CH:18][N:19]=[C:13]3[CH:12]=2)[CH2:4][CH2:3]1.[Li+].CN1C(=O)CCC1.ClC1C=C(Cl)C=C(Cl)C=1C(Cl)=O.[NH2:43][C:44]1[CH:52]=[CH:51][CH:50]=[C:49]2[C:45]=1[CH:46]=[N:47][N:48]2[CH2:53][C:54]1[CH:55]=[C:56]([CH:61]=[CH:62][CH:63]=1)[C:57]([O:59][CH3:60])=[O:58]>CO>[CH3:1][N:2]1[CH2:3][CH2:4][N:5]([CH2:8][CH2:9][O:10][C:11]2[CH:16]=[CH:15][N:14]3[C:17]([C:20]([NH:43][C:44]4[CH:52]=[CH:51][CH:50]=[C:49]5[C:45]=4[CH:46]=[N:47][N:48]5[CH2:53][C:54]4[CH:55]=[C:56]([CH:61]=[CH:62][CH:63]=4)[C:57]([O:59][CH3:60])=[O:58])=[O:22])=[CH:18][N:19]=[C:13]3[CH:12]=2)[CH2:6][CH2:7]1 |f:0.1|. Procedure: A mixture of lithium 7-(2-(4-methylpiperazin-1-yl)ethoxy)imidazo[1,2-a]pyridine-3-carboxylate (0.09578 g, 0.2933 mmol) and NMP (1.5 mL) were warmed to provide a homogeneous solution and then cooled to ambient temperature. 2,4,6-Trichlorobenzoyl chloride (0.04277 mL, 0.2737 mmol) was added and the mixture stirred at ambient temperature for 0.5 hours. Methyl 3-((4-amino-1H-indazol-1-yl)methyl)benzoate (0.055 g, 0.1955 mmol) was added as a NMP solution (1.5 mL) and the mixture was heated to 80° C. ... The reactants are C1(CCCCC1)C(C1=C(OC(=C1)C1=CC=C(C=C1)C(F)(F)F)CSC)NC1=CC=C(C=C1)C(=O)NCCC(=O)OCC (Ethyl 3-[({4-[(cyclohexyl{2-[(methylsulfanyl)methyl]-5-[4-(trifluoromethyl)phenyl]furan-3-yl}methyl)amino]phenyl}carbonyl)amino]propanoate), OOS(=O)[O-].[K+] (OXONE). The solvent is CO (methanol), O (water), O (water). Conditions: time 1 hour. The product is C1(CCCCC1)C(C1=C(OC(=C1)C1=CC=C(C=C1)C(F)(F)F)CS(=O)C)NC1=CC=C(C=C1)C(=O)NCCC(=O)OCC (ethyl 3-[({4-[(cyclohexyl{2-[(methylsulfinyl)methyl]-5-[4-(trifluoromethyl)phenyl]furan-3-yl}methyl)amino]phenyl}carbonyl)amino]propanoate). Isolated yield 46.9%. Reaction SMILES: [CH:1]1([CH:7]([NH:26][C:27]2[CH:32]=[CH:31][C:30]([C:33]([NH:35][CH2:36][CH2:37][C:38]([O:40][CH2:41][CH3:42])=[O:39])=[O:34])=[CH:29][CH:28]=2)[C:8]2[CH:12]=[C:11]([C:13]3[CH:18]=[CH:17][C:16]([C:19]([F:22])([F:21])[F:20])=[CH:15][CH:14]=3)[O:10][C:9]=2[CH2:23][S:24][CH3:25])[CH2:6][CH2:5][CH2:4][CH2:3][CH2:2]1.[OH:43]OS([O-])=O.[K+]>CO.O>[CH:1]1([CH:7]([NH:26][C:27]2[CH:28]=[CH:29][C:30]([C:33]([NH:35][CH2:36][CH2:37][C:38]([O:40][CH2:41][CH3:42])=[O:39])=[O:34])=[CH:31][CH:32]=2)[C:8]2[CH:12]=[C:11]([C:13]3[CH:18]=[CH:17][C:16]([C:19]([F:20])([F:21])[F:22])=[CH:15][CH:14]=3)[O:10][C:9]=2[CH2:23][S:24]([CH3:25])=[O:43])[CH2:6][CH2:5][CH2:4][CH2:3][CH2:2]1 |f:1.2|. Procedure details: Ethyl 3-[({4-[(cyclohexyl{2-[(methylsulfanyl)methyl]-5-[4-(trifluoromethyl)phenyl]furan-3-yl}methyl)amino]phenyl}carbonyl)amino]propanoate (482 mg) was dissolved in methanol (9 mL) and water (1 mL), OXONE (295 mg) was added, and the mixture was stirred at room temperature for 1 hr. The reaction mixture was poured into water, and the mixture was extracted with ethyl acetate. The organic layer was washed with saturated brine, and dried over magnesium sulfate. The solvent was evaporated under reduc... The reactants are CC(C)(C)c1nc(CC#N)co1, C1CCOC1, CC(C)(C)[O-], Cn1nc(Cl)c(C(=O)Cl)c1Cl, [K+], O. Product: Cn1nc(Cl)c(C(O)=C(C#N)c2coc(C(C)(C)C)n2)c1Cl. Reaction SMILES: [C:7]([CH3:8])([CH3:9])([CH3:10])[c:11]1[o:12][cH:13][c:14]([CH2:16][C:17]#[N:18])[n:15]1.[CH2:31]1[O:32][CH2:33][CH2:34][CH2:35]1.[CH3:1][C:2]([CH3:3])([O-:4])[CH3:5].[Cl:19][c:20]1[n:21][n:22]([CH3:29])[c:23]([Cl:28])[c:24]1[C:25](=[O:26])[Cl:27].[K+:6].[OH2:30]>>[C:7]([CH3:8])([CH3:9])([CH3:10])[c:11]1[o:12][cH:13][c:14]([C:16]([C:17]#[N:18])=[C:25]([c:24]2[c:20]([Cl:19])[n:21][n:22]([CH3:29])[c:23]2[Cl:28])[OH:26])[n:15]1. Reactants: C(C)(C)(C)OC(COC1=CC(=CC=C1)CN)=O ((3-aminomethyl-phenoxy)-acetic acid tert-butyl ester), N1(C=NC=C1)C1=CC=C(C=O)C=C1 (4-imidazol-1-yl-benzaldehyde). Run in C(C)N(CC)CC (triethylamine). Yields the product C(C)(C)(C)OC(COC1=CC(=CC=C1)CNCC1=CC=C(C=C1)N1C=NC=C1)=O ({3-[(4-imidazol-1-yl-benzylamino)-methyl]-phenoxy}-acetic acid tert-butyl ester). Reaction SMILES: [C:1]([O:5][C:6](=[O:17])[CH2:7][O:8][C:9]1[CH:14]=[CH:13][CH:12]=[C:11]([CH2:15][NH2:16])[CH:10]=1)([CH3:4])([CH3:3])[CH3:2].[N:18]1([C:23]2[CH:30]=[CH:29][C:26]([CH:27]=O)=[CH:25][CH:24]=2)[CH:22]=[CH:21][N:20]=[CH:19]1>C(N(CC)CC)C>[C:1]([O:5][C:6](=[O:17])[CH2:7][O:8][C:9]1[CH:14]=[CH:13][CH:12]=[C:11]([CH2:15][NH:16][CH2:27][C:26]2[CH:25]=[CH:24][C:23]([N:18]3[CH:22]=[CH:21][N:20]=[CH:19]3)=[CH:30][CH:29]=2)[CH:10]=1)([CH3:4])([CH3:2])[CH3:3]. Procedure: The title compound of Step A was prepared from (3-aminomethyl-phenoxy)-acetic acid tert-butyl ester, of Preparation 20, and 4-imidazol-1-yl-benzaldehyde, of Preparation 43, using the method described in Example 3, Step A, except no triethylamine was used. 1H NMR (400 MHz, CDCl3) δ 7.78 (s, 1H), 7.40 (d, 2H), 7.28 (d, 2H), 7.22 (m, 2H), 7.13 (m, 1H), 6.89 (m, 2H), 6.73 (m, 1H), 4.47 (s, 2H), 3.78 (s, 2H), 3.74 (s, 2H), 1.43 (s, 9H); MS 394 (M+1).